From a dataset of the Open Reaction Database (ORD), a public repository of structured organic reaction records. describe an organic reaction: reactants, conditions, products, and yield Starting materials: ClC1=C2C(=NC=C1)C=C(S2)C(N)=S (7-chloro-thieno[3,2-b]pyridine-2-carbothioic acid amide), CN(C)C=O (DMF), ClC(C(=O)OCC)C(=O)C (ethyl 2-chloroacetoacetate). Solvent: C1CCOC1 (THF). Conditions: temperature 80 celsius. The product is C(C)OC(=O)C1=C(N=C(S1)C1=CC2=NC=CC(=C2S1)Cl)C (2-(7-Chloro-thieno[3,2-b]pyridin-2-yl)-4-methyl-thiazole-5-carboxylic acid ethyl ester). The yield is 53.8%. Reaction SMILES: [Cl:1][C:2]1[CH:7]=[CH:6][N:5]=[C:4]2[CH:8]=[C:9]([C:11](=[S:13])[NH2:12])[S:10][C:3]=12.CN(C=O)C.Cl[CH:20]([C:26]([CH3:28])=O)[C:21]([O:23][CH2:24][CH3:25])=[O:22]>C1COCC1>[CH2:24]([O:23][C:21]([C:20]1[S:13][C:11]([C:9]2[S:10][C:3]3[C:4](=[N:5][CH:6]=[CH:7][C:2]=3[Cl:1])[CH:8]=2)=[N:12][C:26]=1[CH3:28])=[O:22])[CH3:25]. Procedure details: 19.5 g (85.6 mmol) of 7-chloro-thieno[3,2-b]pyridine-2-carbothioic acid amide was added to 160 mL of a 1:1 DMF:THF solution mixture and cooled to 0° C. To this solution was slowly added 17.7 mL (128 mmol) of ethyl 2-chloroacetoacetate. After addition, the reaction was heated to 80° C. for sixteen hours. The reaction was cooled to room temperature and extracted with dichloromethane and water. The organic layer was separated and dried over magnesium sulfate, filtered, concentrated and purified by ... The product is CC1=CC=C(N1CCC1=CC=C(C=C1)OCCCCCCCCCCCC)C1=CC=C(O[C@@H](C(=O)[O-])CC2=CC=CC=C2)C=C1.[Na+] (Sodium (2R)-2-{4-[5-methyl-1-(4-dodecyloxyphenethyl)-1H-pyrrol-2-yl]phenoxy}-3-phenylpropanoate). Isolated yield 52.8%. Starting materials: [OH-].[Na+] (sodium hydroxide), CC1=CC=C(N1CCC1=CC=C(C=C1)OCCCCCCCCCCCC)C1=CC=C(O[C@@H](C(=O)O)CC2=CC=CC=C2)C=C1 ((2R)-2-{4-[5-methyl-1-(4-dodecyloxyphenethyl)-1H-pyrrol-2-yl]phenoxy}-3-phenylpropanoic acid). As a reaction SMILES: [OH-].[Na+:2].[CH3:3][C:4]1[N:8]([CH2:9][CH2:10][C:11]2[CH:16]=[CH:15][C:14]([O:17][CH2:18][CH2:19][CH2:20][CH2:21][CH2:22][CH2:23][CH2:24][CH2:25][CH2:26][CH2:27][CH2:28][CH3:29])=[CH:13][CH:12]=2)[C:7]([C:30]2[CH:47]=[CH:46][C:33]([O:34][C@H:35]([CH2:39][C:40]3[CH:45]=[CH:44][CH:43]=[CH:42][CH:41]=3)[C:36]([OH:38])=[O:37])=[CH:32][CH:31]=2)=[CH:6][CH:5]=1>C(O)C>[CH3:3][C:4]1[N:8]([CH2:9][CH2:10][C:11]2[CH:12]=[CH:13][C:14]([O:17][CH2:18][CH2:19][CH2:20][CH2:21][CH2:22][CH2:23][CH2:24][CH2:25][CH2:26][CH2:27][CH2:28][CH3:29])=[CH:15][CH:16]=2)[C:7]([C:30]2[CH:47]=[CH:46][C:33]([O:34][C@H:35]([CH2:39][C:40]3[CH:41]=[CH:42][CH:43]=[CH:44][CH:45]=3)[C:36]([O-:38])=[O:37])=[CH:32][CH:31]=2)=[CH:6][CH:5]=1.[Na+:2] |f:0.1,4.5|. Reported procedure: Ethanol (3 ml) and a solution of 1N sodium hydroxide in ethanol (0.480 ml) were added to (2R)-2-{4-[5-methyl-1-(4-dodecyloxyphenethyl)-1H-pyrrol-2-yl]phenoxy}-3-phenylpropanoic acid (325 mg, 0.533 mmol) and the mixture was concentrated. To the residue was added ether to give the object compound as a solid. 160 mg (yield: 52.8%) Solvent: C(C)O (ethanol), C(C)O (Ethanol). Starting materials: ClC(=O)OCC1=CC=CC=2C3=CC=CC=C3CC12 (Fluorenylmethyl chloroformate), Cl (HCl), C(C1=CC=CC=C1)N1C[C@H]([C@@H](C1)CC(=O)O)CC(=O)O (N-Benzyl-trans-3,4-bis-(Carboxymethyl)-Pyrrolidine), C(C)O (ethanol), C(=O)([O-])[O-].[Na+].[Na+] (Na2CO3). Reagents/catalysts: [Pd] (Pd/C). Solvent: C1(=CC=CC=C1)C (toluene), O.O1CCOCC1 (H2O Dioxane). Conditions: time 8 hour. Yields the product C(=O)(OCC1C2=CC=CC=C2C2=CC=CC=C12)N1C[C@H]([C@@H](C1)CC(=O)O)CC(=O)O (N-FMOC-trans-3,4-bis-(Carboxymethyl)-Pyrrolidine). RXN SMILES: [CH2:1]([N:8]1[CH2:12][C@@H:11]([CH2:13][C:14]([OH:16])=[O:15])[C@H:10]([CH2:17][C:18]([OH:20])=[O:19])[CH2:9]1)C1C=CC=CC=1.[C:21]([O-:24])([O-])=O.[Na+].[Na+].ClC(OC[C:32]1[C:44]2[CH2:43][C:42]3[C:37](=[CH:38][CH:39]=[CH:40][CH:41]=3)[C:36]=2[CH:35]=[CH:34][CH:33]=1)=O.Cl.C([OH:48])C>O.O1CCOCC1.C1(C)C=CC=CC=1.[Pd]>[C:1]([N:8]1[CH2:12][C@@H:11]([CH2:13][C:14]([OH:16])=[O:15])[C@H:10]([CH2:17][C:18]([OH:20])=[O:19])[CH2:9]1)([O:24][CH2:21][CH:43]1[C:44]2[C:36](=[CH:35][CH:34]=[CH:33][CH:32]=2)[C:37]2[C:42]1=[CH:41][CH:40]=[CH:39][CH:38]=2)=[O:48] |f:1.2.3,7.8|. Procedure: N-Benzyl-trans-3,4-bis-(Carboxymethyl)-Pyrrolidine is dissolved in ethanol, and a catalytic amount of 10% Pd/C is added. The suspension is shaken under 3 atm H2 overnight. The catalyst is filtered, the solvent removed and the residue and Na2CO3 (1.3 eq) are suspended in H2O/Dioxane (1:1) (0.1M). Fluorenylmethyl chloroformate (1.1 eq) in toluene is added dropwise. The temperature of the reaction is not allowed to rise above 25° C. during the addition. The mixture is stirred vigorously overnight, ... Reactants: OBO, O=S(=O)(c1ccccc1)c1ccc(Br)c(F)c1, COc1ccc(Cl)cc1. Yields the product COc1ccc(Cl)cc1-c1ccc(S(=O)(=O)c2ccccc2)cc1F. RXN SMILES: [BH:18]([OH:19])[OH:20].[Br:1][c:2]1[c:3]([F:17])[cH:4][c:5]([S:8](=[O:9])(=[O:10])[c:11]2[cH:12][cH:13][cH:14][cH:15][cH:16]2)[cH:6][cH:7]1.[Cl:21][c:22]1[cH:23][cH:24][c:25]([O:28][CH3:29])[cH:26][cH:27]1>>[c:2]1(-[c:24]2[cH:23][c:22]([Cl:21])[cH:27][cH:26][c:25]2[O:28][CH3:29])[c:3]([F:17])[cH:4][c:5]([S:8](=[O:9])(=[O:10])[c:11]2[cH:12][cH:13][cH:14][cH:15][cH:16]2)[cH:6][cH:7]1. Starting materials: C(C)#N (acetonitrile), C(C1=CC=CC=C1)N1N=NC(=C1)CCCCCCO (6-(1-Benzyl-1H-1,2,3-triazol-4-yl)hexan-1-ol), I(=O)(=O)(=O)[O-].[Na+] (sodium periodate). The reagents and catalysts are [Ru](Cl)(Cl)Cl (ruthenium trichloride). The solvent is C(C)(=O)OCC (ethyl acetate), O (water), C(C)(=O)OCC (ethyl acetate), O (water). Reaction conditions: time 8 hour. The product is C(C1=CC=CC=C1)N1N=NC(=C1)CCCCCC(=O)O (6-(1-benzyl-1H-1,2,3-triazol-4-yl)hexanoic acid). RXN SMILES: [CH2:1]([N:8]1[CH:12]=[C:11]([CH2:13][CH2:14][CH2:15][CH2:16][CH2:17][CH2:18][OH:19])[N:10]=[N:9]1)[C:2]1[CH:7]=[CH:6][CH:5]=[CH:4][CH:3]=1.I([O-])(=O)(=O)=[O:21].[Na+].C(#N)C>O.C(OCC)(=O)C.[Ru](Cl)(Cl)Cl>[CH2:1]([N:8]1[CH:12]=[C:11]([CH2:13][CH2:14][CH2:15][CH2:16][CH2:17][C:18]([OH:21])=[O:19])[N:10]=[N:9]1)[C:2]1[CH:7]=[CH:6][CH:5]=[CH:4][CH:3]=1 |f:1.2|. Reported procedure: 6-(1-Benzyl-1H-1,2,3-triazol-4-yl)hexan-1-ol (100 mg, 0.386 mmol), sodium periodate (330 mg, 1.542 mmol), and ruthenium trichloride (1.6 mg, 7.7 μmol) were taken up in water (640 μl), ethyl acetate (320 μl) and acetonitrile (320 μl) to give a brown suspension. The reaction was stirred overnight at room temperature under nitrogen. The mixture was diluted with ethyl acetate and water and the black precipitate formed was removed by filtration. The organics were dried with MgSO4, filtered and concen... The reactants are ClC=1C=CC2=C(CC(O2)(C)C(=O)OCC)C1 (5-chloro-2-ethoxycarbonyl-2,3-dihydro-2-methylbenzofuran), [N+](=O)(O)[O-] (nitric acid), C([O-])(O)=O.[Na+] (sodium bicarbonate), ice water. The solvent is S(O)(O)(=O)=O (sulfuric acid), S(O)(O)(=O)=O (sulfuric acid). Run at time 1 hour. The product is ClC=1C=C(C2=C(CC(O2)(C)C(=O)OCC)C1)[N+](=O)[O-] (5-chloro-2-ethoxycarbonyl-2,3-dihydro-2-methyl- 7-nitrobenzofuran). The yield is 37.8%. As a reaction SMILES: [Cl:1][C:2]1[CH:3]=[CH:4][C:5]2[O:9][C:8]([C:11]([O:13][CH2:14][CH3:15])=[O:12])([CH3:10])[CH2:7][C:6]=2[CH:16]=1.[N+:17]([O-])([OH:19])=[O:18].C(=O)(O)[O-].[Na+]>S(=O)(=O)(O)O>[Cl:1][C:2]1[CH:3]=[C:4]([N+:17]([O-:19])=[O:18])[C:5]2[O:9][C:8]([C:11]([O:13][CH2:14][CH3:15])=[O:12])([CH3:10])[CH2:7][C:6]=2[CH:16]=1 |f:2.3|. Procedure details: Stirred concentrated sulfuric acid, 50 mL, was cooled in an ice-water bath, and 9.0 grams (0.037 mole) of 5-chloro-2-ethoxycarbonyl-2,3-dihydro-2-methylbenzofuran was added. To this solution was added dropwise a solution of 2.6 grams (0.041 mole) of 90% nitric acid in 2 mL of concentrated sulfuric acid, while maintaining the reaction mixture temperature at 10°-16° C. Upon completion of the addition, the reaction mixture was stirred at the ice-water bath temperature for 30 minutes, then allowed t... The reactants are solution, C[Mg]Br (methylmagnesium bromide), CCOCC (Et2O), C(C1=CC=CC=C1)OC(=O)N1CC(C1)=O (3-oxoazetidine-1-carboxylic acid benzyl ester). Run in C1CCOC1 (THF). Run at time 18 hour. Yields the product C(C1=CC=CC=C1)OC(=O)N1CC(C1)(C)O (3-Hydroxy-3-methylazetidine-1-carboxylic acid benzyl ester). Yield: 100.0%. Reaction SMILES: C[Mg]Br.[CH3:4]COCC.[CH2:9]([O:16][C:17]([N:19]1[CH2:22][C:21](=[O:23])[CH2:20]1)=[O:18])[C:10]1[CH:15]=[CH:14][CH:13]=[CH:12][CH:11]=1>C1COCC1>[CH2:9]([O:16][C:17]([N:19]1[CH2:22][C:21]([OH:23])([CH3:4])[CH2:20]1)=[O:18])[C:10]1[CH:15]=[CH:14][CH:13]=[CH:12][CH:11]=1. Procedure details: To a 3.0 M solution of methylmagnesium bromide in Et2O (0.98 mL, 2.92 mmol), at 0° C., was added a solution of 3-oxoazetidine-1-carboxylic acid benzyl ester (0.5 g, 2.44 mmol) in anhydrous THF (5 mL) dropwise over 5 min under argon. The reaction mixture was stirred for 18 h at room temperature, and then quenched by addition of a saturated aqueous solution of NH4Cl (2.5 mL) and water (5 mL). The aqueous phase was extracted with EtOAc (10 mL). The organic layer was separated, dried over sodium sul... Reactants: CC=1N=C(SC1)NC(=O)C1=NC(=CC=C1NC=1C=NC=CC1)C (6-Methyl-3-(pyridin-3-ylamino)-pyridine-2-carboxylic acid (4-methyl-thiazol-2-yl)-amide), BrC=1C=C(C=NC1)C#N (5-Bromo-3-cyanopyridine). Yields the product CC=1N=C(SC1)NC(=O)C1=NC(=CC=C1NC=1C=NC=C(C1)C#N)C (3-(5-Cyano-pyridin-3-ylamino)-6-methyl-pyridine-2-carboxylic acid (4-methyl-thiazol-2-yl)-amide). Reaction SMILES: [CH3:1][C:2]1[N:3]=[C:4]([NH:7][C:8]([C:10]2[C:15]([NH:16][C:17]3[CH:18]=[N:19][CH:20]=[CH:21][CH:22]=3)=[CH:14][CH:13]=[C:12]([CH3:23])[N:11]=2)=[O:9])[S:5][CH:6]=1.BrC1C=C(C#N)[CH:28]=[N:29]C=1>>[CH3:1][C:2]1[N:3]=[C:4]([NH:7][C:8]([C:10]2[C:15]([NH:16][C:17]3[CH:18]=[N:19][CH:20]=[C:21]([C:28]#[N:29])[CH:22]=3)=[CH:14][CH:13]=[C:12]([CH3:23])[N:11]=2)=[O:9])[S:5][CH:6]=1. Procedure: The title compound, was prepared from 3-Amino-6-methyl-pyridine-2-carboxylic acid (4-methyl-thiazol-2-yl)-amide (example 14) in accordance with the general method of example 20 using 5-Bromo-3-cyanopyridine instead of 3-Bromo-4-methylpyridine to yield the final compound as an off-white solid, MS (ISP): m/e=351.1 (M+H+).